This data is from the Open Reaction Database (ORD), a public repository of structured organic reaction records. The task is: describe an organic reaction: reactants, conditions, products, and yield Starting materials: C12C(C3CC(CC(C1)C3)C2)NNC2=CC=C(C=C2)[N+](=O)[O-] (1-(Adamantan-2-yl)-2-(4-nitrophenyl)hydrazine), BrC(C(=O)Br)(C)C (2-bromoisobutyrylbromide). The product is BrC(C(=O)N(NC1=CC=C(C=C1)[N+](=O)[O-])C1C2CC3CC(CC1C3)C2)(C)C (2-bromo-N-(adamantan-2-yl)-2-methyl-N′-(4-nitrophenyl)propane hydrazide). RXN SMILES: [CH:1]12[CH2:10][CH:5]3[CH2:6][CH:7]([CH2:9][CH:3]([CH2:4]3)[CH:2]1[NH:11][NH:12][C:13]1[CH:18]=[CH:17][C:16]([N+:19]([O-:21])=[O:20])=[CH:15][CH:14]=1)[CH2:8]2.[Br:22][C:23]([CH3:28])([CH3:27])[C:24](Br)=[O:25]>>[Br:22][C:23]([CH3:28])([CH3:27])[C:24]([N:11]([CH:2]1[CH:3]2[CH2:9][CH:7]3[CH2:6][CH:5]([CH2:10][CH:1]1[CH2:8]3)[CH2:4]2)[NH:12][C:13]1[CH:18]=[CH:17][C:16]([N+:19]([O-:21])=[O:20])=[CH:15][CH:14]=1)=[O:25]. Reported procedure: 1-(Adamantan-2-yl)-2-(4-nitrophenyl)hydrazine and 2-bromoisobutyrylbromide were used for a similar reaction and treatment as Process 3 of Example 1, and 2-bromo-N-(adamantan-2-yl)-2-methyl-N′-(4-nitrophenyl)propane hydrazide was obtained as a yellow oil. Reactants: C(C)(C)(C)C1=C(C(=CC(=C1)CC=CC1=CC=CC=C1)C(C)(C)C)O (2,6-Di-t-butyl-4-cinnamylphenol), [H][H] (hydrogen). The reagents and catalysts are [Pd] (palladium on charcoal). Run in O1CCCC1 (tetrahydrofuran). Product: C(C)(C)(C)C1=C(C(=CC(=C1)CCCC1=CC=CC=C1)C(C)(C)C)O (2,6-Di-t-butyl-4-dihydrocinnamylphenol). Isolated yield 82.8%. Reaction SMILES: [C:1]([C:5]1[CH:10]=[C:9]([CH2:11][CH:12]=[CH:13][C:14]2[CH:19]=[CH:18][CH:17]=[CH:16][CH:15]=2)[CH:8]=[C:7]([C:20]([CH3:23])([CH3:22])[CH3:21])[C:6]=1[OH:24])([CH3:4])([CH3:3])[CH3:2].[H][H]>O1CCCC1.[Pd]>[C:20]([C:7]1[CH:8]=[C:9]([CH2:11][CH2:12][CH2:13][C:14]2[CH:15]=[CH:16][CH:17]=[CH:18][CH:19]=2)[CH:10]=[C:5]([C:1]([CH3:4])([CH3:3])[CH3:2])[C:6]=1[OH:24])([CH3:23])([CH3:22])[CH3:21]. Procedure: 2,6-Di-t-butyl-4-cinnamylphenol (30 g., prepared as described in Example 2) was catalytically hydrogenated at room temperature and pressure in tetrahydrofuran (100 ml.) in the presence of 5% palladium on charcoal. The reaction was allowed to proceed until uptake of hydrogen ceased. The mixture was filtered and the filtrate was evaporated to an oil. Distillation of the oil gave the desired compound (25 g.) as an oil, b.p. 195°-200°C. at 10.5 mm. Hg. The nmr spectrum in CDCl3 at 100 MHz exhibited ... Starting materials: C[C@@H]1CN(C[C@@H](N1CC1=CC=CC=C1)C)C=1C=C(C(=NC1)OC)NC(C(F)(F)F)=O (N-[5-[cis-3,5-dimethyl-4-(phenylmethyl)-1-piperazinyl]-2-(methyloxy)-3-pyridinyl]-2,2,2-trifluoroacetamide), C[C@@H]1CN(C[C@@H](N1)C)C=1C=C(C=NC1)NC(OC(C)(C)C)=O (1,1-dimethylethyl {5-[cis-3,5-dimethyl-1-piperazinyl]-3-pyridinyl}carbamate). Product: C[C@@H]1CN(C[C@@H](N1)C)C=1C=C(C=NC1)NC(C(F)(F)F)=O (N-{5-[cis-3,5-Dimethyl-1-piperazinyl]-3-pyridinyl}-2,2,2-trifluoroacetamide). Reaction SMILES: [CH3:1][C@H:2]1[N:7](CC2C=CC=CC=2)[C@@H:6]([CH3:15])[CH2:5][N:4]([C:16]2[CH:17]=[C:18]([NH:24][C:25](=[O:30])[C:26]([F:29])([F:28])[F:27])[C:19](OC)=[N:20][CH:21]=2)[CH2:3]1.C[C@H]1N[C@@H](C)CN(C2C=C(NC(=O)OC(C)(C)C)C=NC=2)C1>>[CH3:15][C@H:6]1[NH:7][C@@H:2]([CH3:1])[CH2:3][N:4]([C:16]2[CH:17]=[C:18]([NH:24][C:25](=[O:30])[C:26]([F:29])([F:27])[F:28])[CH:19]=[N:20][CH:21]=2)[CH2:5]1. Reported procedure: The title compound was prepared in a manner similar to N-[5-[cis-3,5-dimethyl-4-(phenylmethyl)-1-piperazinyl]-2-(methyloxy)-3-pyridinyl]-2,2,2-trifluoroacetamide (D28) using 1,1-dimethylethyl {5-[cis-3,5-dimethyl-1-piperazinyl]-3-pyridinyl}carbamate (D34) as the starting material. MS (ES+) m/e 303 [M+H]+. Yields the product CC(=O)N(C)C(C)COc1cccc2ncnc(Nc3ccc(Oc4ccc(C)nc4)c(C)c3)c12. RXN SMILES: [CH3:1][NH:2][CH:3]([CH2:4][O:5][c:6]1[c:7]2[c:8]([NH:16][c:17]3[cH:18][c:19]([CH3:31])[c:20]([O:23][c:24]4[cH:25][n:26][c:27]([CH3:30])[cH:28][cH:29]4)[cH:21][cH:22]3)[n:9][cH:10][n:11][c:12]2[cH:13][cH:14][cH:15]1)[CH3:32].[CH3:33][C:34](=[O:35])[O:36][C:37](=[O:38])[CH3:39]>>[CH3:1][N:2]([CH:3]([CH2:4][O:5][c:6]1[c:7]2[c:8]([NH:16][c:17]3[cH:18][c:19]([CH3:31])[c:20]([O:23][c:24]4[cH:25][n:26][c:27]([CH3:30])[cH:28][cH:29]4)[cH:21][cH:22]3)[n:9][cH:10][n:11][c:12]2[cH:13][cH:14][cH:15]1)[CH3:32])[C:34]([CH3:33])=[O:35]. Reactants: CNC(C)COc1cccc2ncnc(Nc3ccc(Oc4ccc(C)nc4)c(C)c3)c12, CC(=O)OC(C)=O.